From a dataset of the Open Reaction Database (ORD), a public repository of structured organic reaction records. describe an organic reaction: reactants, conditions, products, and yield Reactants: COC(=O)CBr, O=c1[nH]c2ccccc2c(=O)n1CCCCN1CCC(OC(c2ccccc2)c2ccccc2)CC1. Product: COC(=O)Cn1c(=O)n(CCCCN2CCC(OC(c3ccccc3)c3ccccc3)CC2)c(=O)c2ccccc21. RXN SMILES: [Br:1][CH2:2][C:3](=[O:4])[O:5][CH3:6].[O:7]=[c:8]1[nH:9][c:10]2[cH:11][cH:12][cH:13][cH:14][c:15]2[c:16](=[O:42])[n:17]1[CH2:18][CH2:19][CH2:20][CH2:21][N:22]1[CH2:23][CH2:24][CH:25]([O:28][CH:29]([c:30]2[cH:31][cH:32][cH:33][cH:34][cH:35]2)[c:36]2[cH:37][cH:38][cH:39][cH:40][cH:41]2)[CH2:26][CH2:27]1>>[CH2:2]([C:3](=[O:4])[O:5][CH3:6])[n:9]1[c:8](=[O:7])[n:17]([CH2:18][CH2:19][CH2:20][CH2:21][N:22]2[CH2:23][CH2:24][CH:25]([O:28][CH:29]([c:30]3[cH:31][cH:32][cH:33][cH:34][cH:35]3)[c:36]3[cH:37][cH:38][cH:39][cH:40][cH:41]3)[CH2:26][CH2:27]2)[c:16](=[O:42])[c:15]2[c:10]1[cH:11][cH:12][cH:13][cH:14]2. Reactants: N([C@@H](CC1=CC=C(C=C1)O)C(=O)N[C@H](C)C(=O)N[C@@H](CC1=CC=CC=C1)C(=O)N[C@@H](CCSC)C(=O)OC)C(=O)OC(C)(C)C (Boc-Tyr-DAla-Phe-Met-OCH3), Cl (HCl), C1(=CC=CC=C1)OC (anisole). Yields the product N[C@@H](CC1=CC=C(C=C1)O)C(=O)N[C@H](C)C(=O)N[C@@H](CC1=CC=CC=C1)C(=O)N[C@@H](CCSC)C(=O)OC.Cl (H-Tyr-DAla-Phe-Met-OCH3.HCl). Reaction SMILES: [NH:1](C(OC(C)(C)C)=O)[C@H:2]([C:11]([NH:13][C@@H:14]([C:16]([NH:18][C@H:19]([C:27]([NH:29][C@H:30]([C:35]([O:37][CH3:38])=[O:36])[CH2:31][CH2:32][S:33][CH3:34])=[O:28])[CH2:20][C:21]1[CH:26]=[CH:25][CH:24]=[CH:23][CH:22]=1)=[O:17])[CH3:15])=[O:12])[CH2:3][C:4]1[CH:9]=[CH:8][C:7]([OH:10])=[CH:6][CH:5]=1.[ClH:46].C1(OC)C=CC=CC=1>>[NH2:1][C@H:2]([C:11]([NH:13][C@@H:14]([C:16]([NH:18][C@H:19]([C:27]([NH:29][C@H:30]([C:35]([O:37][CH3:38])=[O:36])[CH2:31][CH2:32][S:33][CH3:34])=[O:28])[CH2:20][C:21]1[CH:22]=[CH:23][CH:24]=[CH:25][CH:26]=1)=[O:17])[CH3:15])=[O:12])[CH2:3][C:4]1[CH:9]=[CH:8][C:7]([OH:10])=[CH:6][CH:5]=1.[ClH:46] |f:3.4|. Procedure: As in step A of Example 1A, 2.0 g of Boc-Tyr-DAla-Phe-Met-OCH3 was treated with HCl, anisole, EtOAC to give H-Tyr-DAla-Phe-Met-OCH3.HCl which was dissolved in 40 ml of water, methanol, acetic acid (94:5:1) and applied to a column (2.5×100 cm) of C18Hi+Flosil (80-100 mesh, Applied Science Laboratories, Inc.). The sample was eluted at 3 ml/min with a convex gradient formed from 2 liters of water, methanol, acetic acid (94:5:1) into which was fed methanol, water, acetic acid (50:49:1). The solid re...